Dataset: the Open Reaction Database (ORD), a public repository of structured organic reaction records. Task: describe an organic reaction: reactants, conditions, products, and yield The reactants are O=C([O-])[O-], CN(C)C=O, ClCc1cn2ccccc2n1, [K+], [K+], O, COC(=O)CCC(=NOCc1ccc(O)cc1)c1ccccc1. Yields the product COC(=O)CCC(=NOCc1ccc(OCc2cn3ccccc3n2)cc1)c1ccccc1. Reaction SMILES: [C:35](=[O:36])([O-:37])[O-:38].[CH3:41][N:42]([CH3:43])[CH:44]=[O:45].[Cl:1][CH2:2][c:3]1[n:4][c:5]2[n:6]([cH:7][cH:8][cH:9][cH:10]2)[cH:11]1.[K+:39].[K+:40].[OH2:46].[OH:12][c:13]1[cH:14][cH:15][c:16]([CH2:17][O:18][N:19]=[C:20]([CH2:21][CH2:22][C:23](=[O:24])[O:25][CH3:26])[c:27]2[cH:28][cH:29][cH:30][cH:31][cH:32]2)[cH:33][cH:34]1>>[CH2:2]([c:3]1[n:4][c:5]2[n:6]([cH:7][cH:8][cH:9][cH:10]2)[cH:11]1)[O:12][c:13]1[cH:14][cH:15][c:16]([CH2:17][O:18][N:19]=[C:20]([CH2:21][CH2:22][C:23](=[O:24])[O:25][CH3:26])[c:27]2[cH:28][cH:29][cH:30][cH:31][cH:32]2)[cH:33][cH:34]1. Starting materials: O1COCC1 (1,3-dioxolane), ClC1=CC(=C(NC2=NC=NC3=CC(=C(C=C23)OC)O)C=C1)F (4-(4-chloro-2-fluoroanilino)-7-hydroxy-6-methoxyquinazoline), C([O-])([O-])=O.[K+].[K+] (potassium carbonate), CN(C)C=O (DMF), CN(C)C=O (DMF). Conditions: temperature 100 celsius. The product is ClC1=CC(=C(NC2=NC=NC3=CC(=C(C=C23)OC)OCCC2OCCO2)C=C1)F (4-(4-chloro-2-fluoroanilino)-7-(2(1,3-dioxolan-2-yl)ethoxy)-6-methoxyquinazoline). Isolated yield 107.0%. Reaction SMILES: [O:1]1[CH2:5][CH2:4][O:3][CH2:2]1.[Cl:6][C:7]1[CH:26]=[CH:25][C:10]([NH:11][C:12]2[C:21]3[C:16](=[CH:17][C:18](O)=[C:19]([O:22][CH3:23])[CH:20]=3)[N:15]=[CH:14][N:13]=2)=[C:9]([F:27])[CH:8]=1.[C:28](=[O:31])([O-])[O-].[K+].[K+].[CH3:34]N(C=O)C>>[Cl:6][C:7]1[CH:26]=[CH:25][C:10]([NH:11][C:12]2[C:21]3[C:16](=[CH:17][C:18]([O:31][CH2:28][CH2:34][CH:2]4[O:3][CH2:4][CH2:5][O:1]4)=[C:19]([O:22][CH3:23])[CH:20]=3)[N:15]=[CH:14][N:13]=2)=[C:9]([F:27])[CH:8]=1 |f:2.3.4|. Reported procedure: A solution of 242-bromoethyl)-1,3-dioxolane (258 mg, 1.4 mmol) in DMF (0.5 ml) was added to a mixture of 4-(4-chloro-2-fluoroanilino)-7-hydroxy-6-methoxyquinazoline (329 mg, 1.02 mmol) and potassium carbonate (264 mg, 2 mmol) in DMF (2 ml). The mixture was heated at 100° C. for 3 hours and allowed to cool. The volatiles were removed by evaporation, and the residue partitioned between aqueous sodium hydrogen carbonate solution and methylene chloride. The organic phase was separated and passed thr... Starting materials: O.C1(=CC=C(C=C1)S(=O)(=O)O)C (p-toluenesulfonic acid monohydrate), BrC1=NC(=CC=C1)N1C[C@H]([C@@H](C1)OCCOC1OCCCC1)OCOC (2-bromo-6-[(3R,4R)-3-methoxymethyloxy-4-[2-(tetrahydro-2H-2-pyranyloxy)ethyl]oxypyrrolidine-1-yl]pyridine), C([O-])(O)=O.[Na+] (sodium bicarbonate). The reagents and catalysts are O.C1(=CC=C(C=C1)S(=O)(=O)O)C (p-toluenesulfonic acid monohydrate). Run in CO (methanol). Reaction conditions: time 30 minute. Product: BrC1=NC(=CC=C1)N1C[C@H]([C@@H](C1)OCCO)OCOC (2-Bromo-6-[(3R,4R)-3-methoxymethyloxy-4-(2-hydroxyethyl)oxypyrrolidine-1-yl]pyridine). As a reaction SMILES: O.C1(C)C=CC(S(O)(=O)=O)=CC=1.[Br:13][C:14]1[CH:19]=[CH:18][CH:17]=[C:16]([N:20]2[CH2:24][C@@H:23]([O:25][CH2:26][CH2:27][O:28]C3CCCCO3)[C@H:22]([O:35][CH2:36][O:37][CH3:38])[CH2:21]2)[N:15]=1.C(=O)(O)[O-].[Na+]>O.C1(C)C=CC(S(O)(=O)=O)=CC=1.CO>[Br:13][C:14]1[CH:19]=[CH:18][CH:17]=[C:16]([N:20]2[CH2:24][C@@H:23]([O:25][CH2:26][CH2:27][OH:28])[C@H:22]([O:35][CH2:36][O:37][CH3:38])[CH2:21]2)[N:15]=1 |f:0.1,3.4,5.6|. Reported procedure: 2.26 g p-toluenesulfonic acid monohydrate was added dropwise little by little into a solution of 60 ml of methanol containing 17.09 g of 2-bromo-6-[(3R,4R)-3-methoxymethyloxy-4-[2-(tetrahydro-2H-2-pyranyloxy)ethyl]oxypyrrolidine-1-yl]pyridine in an ice bath. After stirring for 30 minutes under ice-cooling, it was stirred at room temperature for 2 hours. 377 mg of p-toluenesulfonic acid monohydrate was further added thereto, followed by stirring for 2 hours. Then, the reaction solution was poured... Starting materials: Cl (hydrochloric acid), ice, C(#N)C1=CC=C(C=C1)C (4-cyanotoluene), [N-]=[N+]=[N-].[Na+] (sodium azide), [Cl-].[NH4+] (ammonium chloride). The solvent is O (water), CN(C=O)C (N,N-dimethylformamide). Product: CC1=CC=C(C=C1)C=1N=NNN1 (4-(4-methylphenyl)-1,2,3,5-(1H)-tetrazole). The yield is 71.8%. As a reaction SMILES: [C:1]([C:3]1[CH:8]=[CH:7][C:6]([CH3:9])=[CH:5][CH:4]=1)#[N:2].[N-:10]=[N+:11]=[N-:12].[Na+].[Cl-].[NH4+].Cl>O.CN(C)C=O>[CH3:9][C:6]1[CH:7]=[CH:8][C:3]([C:1]2[N:2]=[N:10][NH:11][N:12]=2)=[CH:4][CH:5]=1 |f:1.2,3.4|. Procedure: A stirred solution of 117 grams (1.0 mole) of 4-cyanotoluene, 65.0 grams (1.0 mole) of sodium azide, and 12.0 grams (0.224 mole) of ammonium chloride 800 mL of N,N-dimethylformamide was heated at 130° C. for three hours. After this time the reaction mixture was cooled and then poured into 800 mL of water and 400 mL of ice. The resulting mixture was acidified to pH 2 with 3N hydrochloric acid, and the resulting solid was collected by filtration. The solid was washed with hexane, triturated with 3... Reactants: CN(C)C=O, O=C(Nc1cc(F)c(Oc2cc(Cl)ncn2)cc1F)OCc1ccccc1, [N-]=[N+]=[N-], [Na+]. RXN SMILES: [CH3:32][N:33]([CH3:34])[CH:35]=[O:36].[Cl:1][c:2]1[n:3][cH:4][n:5][c:6]([O:8][c:9]2[cH:10][c:11]([F:27])[c:12]([NH:16][C:17]([O:18][CH2:19][c:20]3[cH:21][cH:22][cH:23][cH:24][cH:25]3)=[O:26])[cH:13][c:14]2[F:15])[cH:7]1.[N-:29]=[N+:30]=[N-:31].[Na+:28]>>[c:2]1([N:29]=[N+:30]=[N-:31])[n:3][cH:4][n:5][c:6]([O:8][c:9]2[cH:10][c:11]([F:27])[c:12]([NH:16][C:17]([O:18][CH2:19][c:20]3[cH:21][cH:22][cH:23][cH:24][cH:25]3)=[O:26])[cH:13][c:14]2[F:15])[cH:7]1. Yields the product [N-]=[N+]=Nc1cc(Oc2cc(F)c(NC(=O)OCc3ccccc3)cc2F)ncn1. The reactants are BrC=1C=C(C=NC1)C(C)=O (1-(5-bromo-pyridin-3-yl)-ethanone), C(C)S(=O)(=O)N (ethanesulfonamide), C[Mg]Br (methylmagnesium bromide). The reagents and catalysts are CC([O-])C.[Ti+4].CC([O-])C.CC([O-])C.CC([O-])C (titanium(IV) isopropoxide). Solvent: C1(=CC=CC=C1)C (toluene). Run at time 8 hour. Yields the product BrC=1C=C(C=NC1)C(C)(C)NS(=O)(=O)CC (N-(2-(5-bromopyridin-3-yl)propan-2-yl)ethanesulfonamide). Isolated yield 11.4%. RXN SMILES: [Br:1][C:2]1[CH:3]=[C:4]([C:8](=O)[CH3:9])[CH:5]=[N:6][CH:7]=1.[CH2:11]([S:13]([NH2:16])(=[O:15])=[O:14])[CH3:12].[CH3:17][Mg]Br>C1(C)C=CC=CC=1.CC(C)[O-].[Ti+4].CC(C)[O-].CC(C)[O-].CC(C)[O-]>[Br:1][C:2]1[CH:3]=[C:4]([C:8]([NH:16][S:13]([CH2:11][CH3:12])(=[O:15])=[O:14])([CH3:9])[CH3:17])[CH:5]=[N:6][CH:7]=1 |f:4.5.6.7.8|. Procedure: A mixture of 1-(5-bromo-pyridin-3-yl)-ethanone (200 mg, 1.000 mmol), ethanesulfonamide (136 mg, 1.250 mmol) and titanium(IV) isopropoxide (586 μL, 2.0 mmol) in toluene (20 mL) was heated to reflux for 8 h. After concentration, the residue was dissolved in THF (5 mL). A solution of methylmagnesium bromide (1000 μl, 3.00 mmol) was added dropwise at −50° C. The resulting mixture was slowly warmed up to room temperature over a course of 2 h. The mixture was stirred at this temperature overnight and ... The reactants are BrC1=CC=CC(=N1)C=O (6-bromo-pyridine-2-carbaldehyde), N1CCOCC1 (morpholine). Yields the product BrC1=CC=CC(=N1)CN1CCOCC1 (4-(6-Bromo-pyridin-2-ylmethyl)-morpholine). Isolated yield 61.4%. Reaction SMILES: [Br:1][C:2]1[N:7]=[C:6]([CH:8]=O)[CH:5]=[CH:4][CH:3]=1.[NH:10]1[CH2:15][CH2:14][O:13][CH2:12][CH2:11]1>>[Br:1][C:2]1[N:7]=[C:6]([CH2:8][N:10]2[CH2:15][CH2:14][O:13][CH2:12][CH2:11]2)[CH:5]=[CH:4][CH:3]=1. Reported procedure: The title compound was prepared in a manner similar to that described in Example 18, Step C, using 6-bromo-pyridine-2-carbaldehyde (0.415 g, 2.23 mmol) and morpholine (0.195 g, 2.23 mmol). The crude product was purified (SiO2: 0-3% 2 M NH3 in MeOH/DCM) to give the title compound (0.352 g, 61%). Reaction SMILES: [Bi:1]=[O:2].[O-2].[Nb+5:4].[O-2].[O-2].[O-2].[O-2].[Nb+5]>>[Bi:1]=[O:2].[O-2:2].[Nb+5:4].[O-2:2].[O-2:2].[O-2:2].[O-2:2].[Nb+5:4] |f:1.2.3.4.5.6.7,8.9.10.11.12.13.14.15,^1:0,9|. Procedure: A bismuth oxide powder (whose average particle size is about 2 to 3 μm) and a niobium oxide powder (whose average particle size is about 2 to 3 μm) were blended at a weight of 1:0.333. The blended powder was heat treated at a temperature of 575° C. for 5 hrs. in the air, and ground fine by a wet method for 18 hrs. by means of stabilizing zirconia balls in a monomalon pot. Consequently, a bismuth oxide/niobium oxide (Bi2O3 /Nb2O5) synthetic powder (2.33/0.333, whose average particle size is about... Reactants: [Bi]=O (bismuth oxide), [O-2].[Nb+5].[O-2].[O-2].[O-2].[O-2].[Nb+5] (niobium oxide), zirconia. Yields the product [Bi]=O.[O-2].[Nb+5].[O-2].[O-2].[O-2].[O-2].[Nb+5] (bismuth oxide niobium oxide). Conditions: time 18 hour.